From a dataset of the Open Reaction Database (ORD), a public repository of structured organic reaction records. describe an organic reaction: reactants, conditions, products, and yield The reactants are ClC1=NC(=NC(=N1)NC1=CC(=C(C=C1)OC)Cl)NC1CCCCCC1 (6-chloro-N-(3-chloro-4-methoxyphenyl)-N′-cycloheptyl-[1,3,5]triazine-2,4-diamine), C(=O)([O-])[O-].[K+].[K+] (K2CO3), C(C)O (ethanol). The product is C(C)OC1=NC(=NC(=N1)NC1=CC(=C(C=C1)OC)Cl)NC1CCCCCC1 (6-ethoxy-N-(3-Chloro-4-methoxy phenyl)-N′-cyclo heptyl-[1,3,5]triazine-2,4 diamine). RXN SMILES: Cl[C:2]1[N:7]=[C:6]([NH:8][C:9]2[CH:14]=[CH:13][C:12]([O:15][CH3:16])=[C:11]([Cl:17])[CH:10]=2)[N:5]=[C:4]([NH:18][CH:19]2[CH2:25][CH2:24][CH2:23][CH2:22][CH2:21][CH2:20]2)[N:3]=1.C([O-])([O-])=O.[K+].[K+].[CH2:32]([OH:34])[CH3:33]>>[CH2:32]([O:34][C:2]1[N:7]=[C:6]([NH:8][C:9]2[CH:14]=[CH:13][C:12]([O:15][CH3:16])=[C:11]([Cl:17])[CH:10]=2)[N:5]=[C:4]([NH:18][CH:19]2[CH2:25][CH2:24][CH2:23][CH2:22][CH2:21][CH2:20]2)[N:3]=1)[CH3:33] |f:1.2.3|. Reported procedure: A portion of 6-chloro-N-(3-chloro-4-methoxyphenyl)-N′-cycloheptyl-[1,3,5]triazine-2,4-diamine (5 g) was refluxed in ethanol in presence of K2CO3 (3.2 g) for about 8–10 h. TLC was monitored. After the completion of the reaction, the reaction mass was filtered through vacuum and the filtrate was evaporated to yield the title compound. (Wt. 4.6 g Y: 90%). Starting materials: CC1=CC=C(C=C1)C(C1=C(C=CC=C1)N1CCCCC1)NC(=O)CC1=CC=C(CO)C=C1 (4-{N-[α-(4-methyl-phenyl)-2-piperidino-benzyl]-aminocarbonylmethyl}-benzyl alcohol), [Cr](=O)(=O)([O-])Cl.[NH+]1=CC=CC=C1 (pyridinium chlorochromate), CCOCC (ether). Solvent: C(Cl)(Cl)Cl (chloroform). Conditions: time 12 hour. The product is CC1=CC=C(C=C1)C(C1=C(C=CC=C1)N1CCCCC1)NC(=O)CC1=CC=C(C=O)C=C1 (4-{N-[α-(4-Methyl-phenyl)-2-piperidino-benzyl]-aminocarbonylmethyl}-benzaldehyde). As a reaction SMILES: [CH3:1][C:2]1[CH:7]=[CH:6][C:5]([CH:8]([NH:21][C:22]([CH2:24][C:25]2[CH:32]=[CH:31][C:28]([CH2:29][OH:30])=[CH:27][CH:26]=2)=[O:23])[C:9]2[CH:14]=[CH:13][CH:12]=[CH:11][C:10]=2[N:15]2[CH2:20][CH2:19][CH2:18][CH2:17][CH2:16]2)=[CH:4][CH:3]=1.[Cr](Cl)([O-])(=O)=O.[NH+]1C=CC=CC=1.CCOCC>C(Cl)(Cl)Cl>[CH3:1][C:2]1[CH:7]=[CH:6][C:5]([CH:8]([NH:21][C:22]([CH2:24][C:25]2[CH:26]=[CH:27][C:28]([CH:29]=[O:30])=[CH:31][CH:32]=2)=[O:23])[C:9]2[CH:14]=[CH:13][CH:12]=[CH:11][C:10]=2[N:15]2[CH2:16][CH2:17][CH2:18][CH2:19][CH2:20]2)=[CH:4][CH:3]=1 |f:1.2|. Reported procedure: One-half gram (1.2 m mol) of 4-{N-[α-(4-methyl-phenyl)-2-piperidino-benzyl]-aminocarbonylmethyl}-benzyl alcohol was added to a suspension of 0.4 gm (1.5 m mol) of pyridinium chlorochromate in 2 ml of chloroform. After 12 hours at ambient temperature, ether was added, the mixture was filtered, and the concentrated filtrate was purified by column chromatography on silica gel [eluant: toluene/ethyl acetate (5:1)]. The solvent is C1CCOC1 (THF). Starting materials: [Br-].C(C)OC(CCC[Zn+])=O (4-ethoxy-4-oxobutylzinc bromide), BrC1=C2CCN(CC2=CC=C1)C(C(F)(F)F)=O (1-(5-bromo-3,4-dihydroisoquinolin-2(1H)-yl)-2,2,2-trifluoroethanone), C(Cl)Cl (CH2Cl2), C1=CC=CC=C1 (benzene). As a reaction SMILES: Br[C:2]1[CH:11]=[CH:10][CH:9]=[C:8]2[C:3]=1[CH2:4][CH2:5][N:6]([C:12](=[O:17])[C:13]([F:16])([F:15])[F:14])[CH2:7]2.C(Cl)Cl.C1C=CC=CC=1.[Br-].[CH2:28]([O:30][C:31](=[O:36])[CH2:32][CH2:33][CH2:34][Zn+])[CH3:29]>C1COCC1.C1C=CC(P(C2C=CC=CC=2)[C-]2C=CC=C2)=CC=1.C1C=CC(P(C2C=CC=CC=2)[C-]2C=CC=C2)=CC=1.Cl[Pd]Cl.[Fe+2]>[F:14][C:13]([F:16])([F:15])[C:12]([N:6]1[CH2:5][CH2:4][C:3]2[C:8](=[CH:9][CH:10]=[CH:11][C:2]=2[CH2:34][CH2:33][CH2:32][C:31]([O:30][CH2:28][CH3:29])=[O:36])[CH2:7]1)=[O:17] |f:3.4,6.7.8.9|. Yields the product FC(C(=O)N1CC2=CC=CC(=C2CC1)CCCC(=O)OCC)(F)F (ethyl 4-(2-(2,2,2-trifluoroacetyl)-1,2,3,4-tetrahydroisoquinolin-5-yl)butanoate). Reported procedure: A mixture of 1-(5-bromo-3,4-dihydroisoquinolin-2(1H)-yl)-2,2,2-trifluoroethanone (4.0 g, 13 mmol) and Pd(dppf)Cl2.CH2Cl2 (530 mg, 0.65 mmol) was azeotroped with benzene and suspended in 50 mL of dry THF. At room temperature, 4-ethoxy-4-oxobutylzinc bromide (0.5M in THF, 52 mL, 26 mmol) was added dropwise with syringe. The orange suspension became a clear brown solution. The reaction mixture was then refluxed for 1 h. After cooling to room temperature, it was quenched with brine, extracted with E... Reagents/catalysts: C1=CC=C(C=C1)P([C-]2C=CC=C2)C3=CC=CC=C3.C1=CC=C(C=C1)P([C-]2C=CC=C2)C3=CC=CC=C3.Cl[Pd]Cl.[Fe+2] (Pd(dppf)Cl2). The reactants are C([O-])([O-])=O.[K+].[K+] (Potassium carbonate), C(C1=CC=CC=C1)Cl (benzyl chloride), OC=1C=C(C=O)C=CC1OCCCOC (3-hydroxy-4-(3-methoxypropoxy)benzaldehyde), Example 32-1. The solvent is Cl (hydrochloric acid), C(C)(=O)OCC (ethyl acetate), O (water), C(C)O (ethanol). Run at temperature 90 celsius, time 2 hour. Product: C(C1=CC=CC=C1)OC=1C=C(C=O)C=CC1OCCCOC (3-(Benzyloxy)-4-(3-methoxypropoxy)benzaldehyde). Yield: 81.0%. RXN SMILES: C(=O)([O-])[O-].[K+].[K+].[CH2:7](Cl)[C:8]1[CH:13]=[CH:12][CH:11]=[CH:10][CH:9]=1.[OH:15][C:16]1[CH:17]=[C:18]([CH:21]=[CH:22][C:23]=1[O:24][CH2:25][CH2:26][CH2:27][O:28][CH3:29])[CH:19]=[O:20]>C(O)C.Cl.C(OCC)(=O)C.O>[CH2:7]([O:15][C:16]1[CH:17]=[C:18]([CH:21]=[CH:22][C:23]=1[O:24][CH2:25][CH2:26][CH2:27][O:28][CH3:29])[CH:19]=[O:20])[C:8]1[CH:13]=[CH:12][CH:11]=[CH:10][CH:9]=1 |f:0.1.2|. Procedure: Potassium carbonate (14.7 g, 106 mmol) and benzyl chloride (12.2 mL, 106 mmol) were added to a solution of 3-hydroxy-4-(3-methoxypropoxy)benzaldehyde described in Production Example 32-1 (17.2 g, 81.7 mmol) in ethanol (200 mL) under nitrogen atmosphere at room temperature, and the mixture was stirred under a thermal condition of 90° C. for 2 hours. The reaction liquid was cooled to 0° C., and the mixture was diluted with 2 M hydrochloric acid, ethyl acetate, and water. The organic layer was wash... The reactants are C(C)(C)(C)OC(CN(C(C1=CC=CC=C1)=O)CBr)=O (Bromomethylbenzoyl-glycine t-butyl ester), [F-].C(CCC)[N+](CCCC)(CCCC)CCCC (tetrabutylammonium fluoride). Run in C(C)#N (acetonitrile). Yields the product C(C)(C)(C)OC(CN(C(C1=CC=CC=C1)=O)CF)=O (Fluoromethylbenzoyl-glycine t-butyl ester). Isolated yield 90.0%. Reaction SMILES: [C:1]([O:5][C:6](=[O:19])[CH2:7][N:8]([CH2:17]Br)[C:9](=[O:16])[C:10]1[CH:15]=[CH:14][CH:13]=[CH:12][CH:11]=1)([CH3:4])([CH3:3])[CH3:2].[F-:20].C([N+](CCCC)(CCCC)CCCC)CCC>C(#N)C>[C:1]([O:5][C:6](=[O:19])[CH2:7][N:8]([CH2:17][F:20])[C:9](=[O:16])[C:10]1[CH:15]=[CH:14][CH:13]=[CH:12][CH:11]=1)([CH3:4])([CH3:3])[CH3:2] |f:1.2|. Procedure: Bromomethylbenzoyl-glycine t-butyl ester was fluorinated in 90% yield using tetrabutylammonium fluoride in acetonitrile. NMR (CHCl3) δ 7.84 (d, 2H, Ar-2,6, J=8.3Hz), 7.44 (d, 2H, Ar-3,5, J=7.9Hz), 6.66 (1H, NH), 5.44 (d, 2H, CH2F, J=47Hz), 4.15 (d, 2H, CH2 gly, J=5.0Hz), 1.51 (9H, Bu). Reactants: O=C([O-])[O-], COC(=O)CCc1ccc(C#C[Si](C)(C)C)cc1, CCOC(C)=O, CO, [K+], [K+], O. The product is C#Cc1ccc(CCC(=O)OC)cc1. Reaction SMILES: [C:19](=[O:20])([O-:21])[O-:22].[CH3:1][Si:2]([CH3:3])([CH3:4])[C:5]#[C:6][c:7]1[cH:8][cH:9][c:10]([CH2:13][CH2:14][C:15](=[O:16])[O:17][CH3:18])[cH:11][cH:12]1.[CH3:26][CH2:27][O:28][C:29]([CH3:30])=[O:31].[CH3:32][OH:33].[K+:23].[K+:24].[OH2:25]>>[CH:5]#[C:6][c:7]1[cH:8][cH:9][c:10]([CH2:13][CH2:14][C:15](=[O:16])[O:17][CH3:18])[cH:11][cH:12]1. Reactants: CC(C)(C)OC(=O)NC(Cc1ccccc1)C(CC(Cc1ccncc1)NC(=O)OCc1cccnc1)O[Si](C)(C)C(C)(C)C, CCCC[N+](CCCC)(CCCC)CCCC, [F-], C1CCOC1. The product is CC(C)(C)OC(=O)NC(Cc1ccccc1)C(O)CC(Cc1ccncc1)NC(=O)OCc1cccnc1. Reaction SMILES: [C:1](=[O:2])([O:3][C:4]([CH3:5])([CH3:6])[CH3:7])[NH:8][CH:9]([CH2:10][c:11]1[cH:12][cH:13][cH:14][cH:15][cH:16]1)[CH:17]([CH2:18][CH:19]([CH2:20][c:21]1[cH:22][cH:23][n:24][cH:25][cH:26]1)[NH:27][C:28](=[O:29])[O:30][CH2:31][c:32]1[cH:33][n:34][cH:35][cH:36][cH:37]1)[O:38][Si:39]([C:40]([CH3:41])([CH3:42])[CH3:43])([CH3:44])[CH3:45].[CH3:47][CH2:48][CH2:49][CH2:50][N+:51]([CH2:52][CH2:53][CH2:54][CH3:55])([CH2:56][CH2:57][CH2:58][CH3:59])[CH2:60][CH2:61][CH2:62][CH3:63].[F-:46].[O:64]1[CH2:65][CH2:66][CH2:67][CH2:68]1>>[C:1](=[O:2])([O:3][C:4]([CH3:5])([CH3:6])[CH3:7])[NH:8][CH:9]([CH2:10][c:11]1[cH:12][cH:13][cH:14][cH:15][cH:16]1)[CH:17]([CH2:18][CH:19]([CH2:20][c:21]1[cH:22][cH:23][n:24][cH:25][cH:26]1)[NH:27][C:28](=[O:29])[O:30][CH2:31][c:32]1[cH:33][n:34][cH:35][cH:36][cH:37]1)[OH:38].